This data is from the Open Reaction Database (ORD), a public repository of structured organic reaction records. The task is: describe an organic reaction: reactants, conditions, products, and yield Reported procedure: To a solution of 1-methyl-4-{[(6-oxo-7,8,9,10-tetrahydro-6H-pyrido[3′,2′:4,5]pyrrolo[1,2-a][1,4]diazepin-2-yl)carbonyl]amino}-1H-imidazole-2-carboxylic acid (50 mg, 0.14 mmol) in DMF (1.5 mL) was added cyclopentylamine (27 μL, 0.27 mmol), HOBt (18 mg, 0.14 mmol), N,N-diisopropylethylamine (47 μL, 0.27 mmol), and DMAP (3 mg, 0.027 mmol) followed by 1-ethyl-3-(3-dimethylaminopropyl)carbodiimide hydrochloride (78 mg, 0.41 mmol). The mixture is stirred at room temperature for 64 h. The mixture is po... The product is C1(CCCC1)NC(=O)C=1N(C=C(N1)NC(=O)C=1C=CC=2C=C3N(CCCNC3=O)C2N1)C (N-[2-(cyclopentylcarbamoyl)-1-methyl-1H-imidazol-4-yl]-6-oxo-7,8,9,10-tetrahydro-6H-pyrido[3′,2′:4,5]pyrrolo[1,2-a][1,4]diazepine-2-carboxamide). Reaction conditions: time 64 hour. Reactants: CN1C(=NC(=C1)NC(=O)C=1C=CC=2C=C3N(CCCNC3=O)C2N1)C(=O)O (1-methyl-4-{[(6-oxo-7,8,9,10-tetrahydro-6H-pyrido[3′,2′:4,5]pyrrolo[1,2-a][1,4]diazepin-2-yl)carbonyl]amino}-1H-imidazole-2-carboxylic acid), C1(CCCC1)N (cyclopentylamine), C=1C=CC2=C(C1)N=NN2O (HOBt), C(C)(C)N(C(C)C)CC (N,N-diisopropylethylamine), Cl.C(C)N=C=NCCCN(C)C (1-ethyl-3-(3-dimethylaminopropyl)carbodiimide hydrochloride). The reagents and catalysts are CN(C)C=1C=CN=CC1 (DMAP). Solvent: O (H2O), CN(C)C=O (DMF). Reaction SMILES: [CH3:1][N:2]1[CH:6]=[C:5]([NH:7][C:8]([C:10]2[CH:11]=[CH:12][C:13]3[CH:14]=[C:15]4[C:21](=[O:22])[NH:20][CH2:19][CH2:18][CH2:17][N:16]4[C:23]=3[N:24]=2)=[O:9])[N:4]=[C:3]1[C:25](O)=[O:26].[CH:28]1([NH2:33])[CH2:32][CH2:31][CH2:30][CH2:29]1.C1C=CC2N(O)N=NC=2C=1.C(N(CC)C(C)C)(C)C.Cl.C(N=C=NCCCN(C)C)C>CN(C=O)C.CN(C1C=CN=CC=1)C.O>[CH:28]1([NH:33][C:25]([C:3]2[N:2]([CH3:1])[CH:6]=[C:5]([NH:7][C:8]([C:10]3[CH:11]=[CH:12][C:13]4[CH:14]=[C:15]5[C:21](=[O:22])[NH:20][CH2:19][CH2:18][CH2:17][N:16]5[C:23]=4[N:24]=3)=[O:9])[N:4]=2)=[O:26])[CH2:32][CH2:31][CH2:30][CH2:29]1 |f:4.5|. Isolated yield 9.8%. Starting materials: [H-].[Na+] (sodium hydride), CC1=CC=C(C2CO2)C=C1 (p-methylstyrene oxide), [I-].C[S+](C)C (trimethylsulfonium iodide). As a reaction SMILES: [H-].[Na+].[I-].C[S+](C)C.[CH3:8][C:9]1[CH:17]=[CH:16][C:12]([CH:13]2[O:15]C2)=[CH:11][CH:10]=1>>[C:9]1([CH3:8])[CH:17]=[CH:16][C:12]([CH:13]=[O:15])=[CH:11][CH:10]=1 |f:0.1,2.3|. Reported procedure: Following the procedure of Example 16 and employing 4.84 g. (0.115 mol) of 57% sodium hydride, 23.5 g. (0.115 mol) of trimethylsulfonium iodide and 11.9 g. (0.099 mol) of p-tolualdehyde there is obtained p-methylstyrene oxide. Product: C1(=CC=C(C=C1)C=O)C (p-tolualdehyde). The reactants are C(C1=CC=CC=C1)(=O)Cl (benzoyl chloride), Br.N[C@@H](C)C(=O)N[C@@H](C)C(=O)NC1=CC=CC=C1 (L-alanyl-L-alanine anilide hydrobromide), O (water). Run in N1=CC=CC=C1 (pyridine). Conditions: time 3 hour. Product: C(C1=CC=CC=C1)(=O)N[C@@H](C)C(=O)N[C@@H](C)C(=O)NC1=CC=CC=C1 (N-benzoyl-L-alanyl-L-alanine anilide). Isolated yield 71.4%. Reaction SMILES: Br.[NH2:2][C@H:3]([C:5]([NH:7][C@H:8]([C:10]([NH:12][C:13]1[CH:18]=[CH:17][CH:16]=[CH:15][CH:14]=1)=[O:11])[CH3:9])=[O:6])[CH3:4].[C:19](Cl)(=[O:26])[C:20]1[CH:25]=[CH:24][CH:23]=[CH:22][CH:21]=1.O>N1C=CC=CC=1>[C:19]([NH:2][C@H:3]([C:5]([NH:7][C@H:8]([C:10]([NH:12][C:13]1[CH:14]=[CH:15][CH:16]=[CH:17][CH:18]=1)=[O:11])[CH3:9])=[O:6])[CH3:4])(=[O:26])[C:20]1[CH:25]=[CH:24][CH:23]=[CH:22][CH:21]=1 |f:0.1|. Procedure: 4.1 g (0.013 mol) of L-alanyl-L-alanine anilide hydrobromide were dissolved in 120 ml of dry pyridine and 3 ml (0.026 mol) of benzoyl chloride were added. The solution was stirred at room temperature for 3 hours and was then evaporated to yield a solid. 50 ml of water were added, the solid was filtered off, washed with 50 ml of water and then recrystallise from ethanol to yield 3.15 g (72%) of N-benzoyl-L-alanyl-L-alanine anilide of melting point 245°-248° C.; [α]D20 =+66.6° (c=1.086% in dimethy... Reactants: CO, Cl, O=c1cc(Oc2c(F)cccc2F)cnn1C1CCCCO1, O. The product is O=c1cc(Oc2c(F)cccc2F)cn[nH]1. RXN SMILES: [CH3:25][OH:26].[ClH:23].[F:1][c:2]1[c:3]([O:4][c:5]2[cH:6][c:7](=[O:17])[n:8]([CH:11]3[CH2:12][CH2:13][CH2:14][CH2:15][O:16]3)[n:9][cH:10]2)[c:18]([F:22])[cH:19][cH:20][cH:21]1.[OH2:24]>>[F:1][c:2]1[c:3]([O:4][c:5]2[cH:6][c:7](=[O:17])[nH:8][n:9][cH:10]2)[c:18]([F:22])[cH:19][cH:20][cH:21]1. Starting materials: AlBN, SO2Cl2, CC=1C=C2C(=NC1)C(=O)OC2=O (5-methyl-2,3-pyridine dicarboxylic acid anhydride), ClC1=CC=CC=C1 (chlorobenzene). Run at temperature 85 celsius, time 90 minute. Product: ClCC=1C=C2C(=NC1)C(=O)OC2=O (5-chloromethyl-2,3-pyridine dicarboxylic acid anhydride). RXN SMILES: [CH3:1][C:2]1[CH:3]=[C:4]2[C:11](=[O:12])[O:10][C:8](=[O:9])[C:5]2=[N:6][CH:7]=1.[Cl:13]C1C=CC=CC=1>>[Cl:13][CH2:1][C:2]1[CH:3]=[C:4]2[C:11](=[O:12])[O:10][C:8](=[O:9])[C:5]2=[N:6][CH:7]=1. Reported procedure: 106.8 g (0.65 mol) of 5-methyl-2,3-pyridine dicarboxylic acid anhydride were dissolved in 427 g chlorobenzene and heated up to 85° C. A solution of 0.64 g (0.004 mol) AlBN in 99.0 g (0.66 mol) SO2Cl2 was added during 45 min. The mixture was stirred for additional 90 min at 85° C. Chlorobenzene was partly distilled off and the solution was cooled to 10° C. via 10 h ramp. The precipitate was filtered off and washed with chlorobenzene/hexane. As a reaction SMILES: [CH3:1][C:2]([OH:3])([CH2:4][OH:5])[CH:6]([OH:7])[C:8]12[NH:9][C:10](=[O:11])[C:12]([OH:13])([NH:14][C:15]1=[O:16])[C:17](=[CH2:18])[CH2:19][CH2:20][O:21]2.[CH3:39][N:40]([CH3:41])[c:42]1[cH:43][cH:44][n:45][cH:46][cH:47]1.[O:22]=[C:23]([O:24][C:25]([c:26]1[cH:27][cH:28][cH:29][cH:30][cH:31]1)=[O:32])[c:33]1[cH:34][cH:35][cH:36][cH:37][cH:38]1>>[CH3:1][C:2]([OH:3])([CH2:4][OH:5])[CH:6]([OH:7])[C:8]12[NH:9][C:10](=[O:11])[C:12]([OH:13])([NH:14][C:15]1=[O:16])[C:17](=[CH2:18])[CH2:19][CH2:20][O:21]2.[O:22]=[C:23]([O-:24])[c:33]1[cH:34][cH:35][cH:36][cH:37][cH:38]1. Reactants: C=C1CCOC2(C(O)C(C)(O)CO)NC(=O)C1(O)NC2=O, CN(C)c1ccncc1, O=C(OC(=O)c1ccccc1)c1ccccc1. The product is C=C1CCOC2(C(O)C(C)(O)CO)NC(=O)C1(O)NC2=O, O=C([O-])c1ccccc1. Reactants: CO, CC(=O)Cl, Cc1cc(C(=O)O)c(C)cc1O. Yields the product COC(=O)c1cc(C)c(O)cc1C. As a reaction SMILES: [CH3:17][OH:18].[CH3:1][C:2](=[O:3])[Cl:4].[OH:5][c:6]1[cH:7][c:8]([CH3:16])[c:9]([C:10](=[O:11])[OH:12])[cH:13][c:14]1[CH3:15]>>[CH3:1][O:12][C:10]([c:9]1[c:8]([CH3:16])[cH:7][c:6]([OH:5])[c:14]([CH3:15])[cH:13]1)=[O:11].